This data is from the Open Reaction Database (ORD), a public repository of structured organic reaction records. The task is: describe an organic reaction: reactants, conditions, products, and yield Reactants: CCCN(CCC)CCCCN(CCC(=O)OC)Cc1ccc(CN(Cc2ncc[nH]2)Cc2nccn2C)cc1, CO, Cl. Yields the product CCCN(CCC)CCCCN(CCC(=O)O)Cc1ccc(CN(Cc2ncc[nH]2)Cc2nccn2C)cc1. Reaction SMILES: [CH3:1][O:2][C:3]([CH2:4][CH2:5][N:6]([CH2:7][c:8]1[cH:9][cH:10][c:11]([CH2:14][N:15]([CH2:16][c:17]2[n:18]([CH3:22])[cH:19][cH:20][n:21]2)[CH2:23][c:24]2[nH:25][cH:26][cH:27][n:28]2)[cH:12][cH:13]1)[CH2:29][CH2:30][CH2:31][CH2:32][N:33]([CH2:34][CH2:35][CH3:36])[CH2:37][CH2:38][CH3:39])=[O:40].[CH3:42][OH:43].[ClH:41]>>[O:2]=[C:3]([CH2:4][CH2:5][N:6]([CH2:7][c:8]1[cH:9][cH:10][c:11]([CH2:14][N:15]([CH2:16][c:17]2[n:18]([CH3:22])[cH:19][cH:20][n:21]2)[CH2:23][c:24]2[nH:25][cH:26][cH:27][n:28]2)[cH:12][cH:13]1)[CH2:29][CH2:30][CH2:31][CH2:32][N:33]([CH2:34][CH2:35][CH3:36])[CH2:37][CH2:38][CH3:39])[OH:40]. The reactants are [OH-].[Li+] (Lithium hydroxide), CC(C)(C)OC(=O)NC1=CC=C2C=C(NC2=C1)C(=O)OC (methyl 6-({[(1,1-dimethylethyl)oxy]carbonyl}amino)-1H-indole-2-carboxylate), C1CCOC1 (THF), CO (methanol). Run in O (water). Reaction conditions: time 8 hour. Yields the product CC(C)(C)OC(=O)NC1=CC=C2C=C(NC2=C1)C(=O)O (6-({[(1,1-dimethylethyl)oxy]carbonyl}amino)-1H-indole-2-carboxylic acid). Isolated yield 105.1%. RXN SMILES: [OH-].[Li+].[CH3:3][C:4]([O:7][C:8]([NH:10][C:11]1[CH:19]=[C:18]2[C:14]([CH:15]=[C:16]([C:20]([O:22]C)=[O:21])[NH:17]2)=[CH:13][CH:12]=1)=[O:9])([CH3:6])[CH3:5].C1COCC1.CO>O>[CH3:6][C:4]([O:7][C:8]([NH:10][C:11]1[CH:19]=[C:18]2[C:14]([CH:15]=[C:16]([C:20]([OH:22])=[O:21])[NH:17]2)=[CH:13][CH:12]=1)=[O:9])([CH3:3])[CH3:5] |f:0.1|. Procedure details: Lithium hydroxide (0.095 g, 3.96 mmol) was added to a solution of methyl 6-({[(1,1-dimethylethyl)oxy]carbonyl}amino)-1H-indole-2-carboxylate (0.115 g, 0.396 mmol) in a 3:1:1 mixture of THF:methanol:water (2 ml). The reaction mixture was stirred at RT overnight. The solvent was evaporated. The residue was dissolved in water and acidified with 1N aqueous HCl. The resulting suspension was extracted with ethyl acetate. The organic layer was separated, dried over sodium sulfate and the solvent was ev... The reactants are C(C#CC)OC1=CC=C(C=C1)S(=O)(=O)NC1(CCCC1)C(=O)OC (methyl 1-({[4-(2-butynyloxy)phenyl]sulfonyl}amino)cyclopentane carboxylate), [OH-].[Na+] (sodium hydroxide). Run in CO.C1CCOC1 (methanol THF). Run at time 16 hour. The product is C(C#CC)OC1=CC=C(C=C1)S(=O)(=O)NC1(CCCC1)C(=O)O (1-({[4-(2- butynyloxy)phenyl]sulfonyl}amino)cyclopentane carboxylic acid). Reaction SMILES: [CH2:1]([O:5][C:6]1[CH:11]=[CH:10][C:9]([S:12]([NH:15][C:16]2([C:21]([O:23]C)=[O:22])[CH2:20][CH2:19][CH2:18][CH2:17]2)(=[O:14])=[O:13])=[CH:8][CH:7]=1)[C:2]#[C:3][CH3:4].[OH-].[Na+]>CO.C1COCC1>[CH2:1]([O:5][C:6]1[CH:7]=[CH:8][C:9]([S:12]([NH:15][C:16]2([C:21]([OH:23])=[O:22])[CH2:20][CH2:19][CH2:18][CH2:17]2)(=[O:13])=[O:14])=[CH:10][CH:11]=1)[C:2]#[C:3][CH3:4] |f:1.2,3.4|. Procedure details: To a stirred solution of methyl 1-({[4-(2-butynyloxy)phenyl]sulfonyl}amino)cyclopentane carboxylate (5.5 g, 15.6 mmol) in methanol:THF (4:1, 100 ml) 10 N sodium hydroxide (15 ml) was added at room temperature. It was stirred for 16 h and evaporated to dryness in vacuo, the residue was dissolved in 100 mL water, pH adjusted to 7 with 5N hydrochloric acid solution. It was extracted with chloroform;methanol (3:1) washed with water, dried and concentrated to give 1-({[4-(2- butynyloxy)phenyl]sulfony... Starting materials: 2B, O1COC2=C1C=CC(=C2)O (1,3-benzodioxol-5-ol), CC=1SC2=C(N1)C=C(C=C2)O (2-methyl-1,3-benzothiazol-5-ol), C1(CC1)CCN1C(C(C2=CC=CC=C12)=O)=O (1-(2-cyclopropylethyl)-1H-indole-2,3-dione), C(CCCC)N1C(C(C2=CC=CC=C12)=O)=O (1-pentyl-1H-indole-2,3-dione). The product is OC1(C(N(C2=CC=CC=C12)CCCCC)=O)C1=CC2=C(N=C(S2)C)C=C1O (3-hydroxy-3-(5-hydroxy-2-methyl-1,3-benzothiazol-6-yl)-1-pentyl-1,3-dihydro-2H-indol-2-one). RXN SMILES: [CH:1]1([CH2:4][CH2:5][N:6]2[C:14]3[C:9](=[CH:10][CH:11]=[CH:12][CH:13]=3)[C:8](=[O:15])[C:7]2=[O:16])[CH2:3][CH2:2]1.C(N1C2C(=CC=CC=2)C(=O)C1=O)CCCC.O1C2C=CC(O)=CC=2OC1.[CH3:43][C:44]1[S:45][C:46]2[CH:52]=[CH:51][C:50]([OH:53])=[CH:49][C:47]=2[N:48]=1>>[OH:15][C:8]1([C:51]2[C:50]([OH:53])=[CH:49][C:47]3[N:48]=[C:44]([CH3:43])[S:45][C:46]=3[CH:52]=2)[C:9]2[C:14](=[CH:13][CH:12]=[CH:11][CH:10]=2)[N:6]([CH2:5][CH2:4][CH2:1][CH2:3][CH3:2])[C:7]1=[O:16]. Reported procedure: Following the procedure as described in PREPARATION 2B, and making non-critical variations to replace 1-(2-cyclopropylethyl)-1H-indole-2,3-dione with 1-pentyl-1H-indole-2,3-dione, and 1,3-benzodioxol-5-ol with 2-methyl-1,3-benzothiazol-5-ol, the title compound was obtained (81%) as a colorless solid: 1H NMR (300 MHz, DMSO-d6) δ 9.90 (br, 1H), 9.05 (br, 1H), 7.78 (d, 1H), 7.25 (dd, 1H), 7.10-6.95 (m, 2H), 6.90-6.80 (m, 2H), 3.81-3.58 (m, 2H), 2.75 (br, 3H), 1.80-1.60 (m, 2H), 1.50-1.31 (m, 4H), 0... The reactants are OC1=C(C(OC1)=O)C(=O)OC (methyl 4-hydroxy-2-oxo-2,5-dihydrofuran-3-carboxylate), ClC1=CC=C(C=N1)CNCC(F)F (N-[(6-chloropyridin-3-yl)methyl]-2,2-difluoroethanamine). Run in C(CCC)#N (butyronitrile). Conditions: temperature 65 celsius. Yields the product ClC1=CC=C(C=N1)CN(C(=O)C=1C(OCC1O)=O)CC(F)F (N-[(6-chloropyridin-3-yl)methyl]-N-(2,2-difluoroethyl)-4-hydroxy-2-oxo-2,5-dihydrofuran-3-carboxamide). RXN SMILES: [OH:1][C:2]1[CH2:6][O:5][C:4](=[O:7])[C:3]=1[C:8]([O:10]C)=O.[Cl:12][C:13]1[N:18]=[CH:17][C:16]([CH2:19][NH:20][CH2:21][CH:22]([F:24])[F:23])=[CH:15][CH:14]=1>C(#N)CCC>[Cl:12][C:13]1[N:18]=[CH:17][C:16]([CH2:19][N:20]([CH2:21][CH:22]([F:24])[F:23])[C:8]([C:3]2[C:4](=[O:7])[O:5][CH2:6][C:2]=2[OH:1])=[O:10])=[CH:15][CH:14]=1. Reported procedure: 10 g of methyl 4-hydroxy-2-oxo-2,5-dihydrofuran-3-carboxylate are initially introduced in 111 g of butyronitrile and admixed with 5 g of N-[(6-chloropyridin-3-yl)methyl]-2,2-difluoroethanamine. The solution is heated at 65° C. for 3 h. The solution is then extracted with 300 ml of water and then washed with 300 ml of 5% strength hydrochloric acid solution. The organic phase is dried over magnesium sulphate and the solvent is removed in vacuo. For purification, recrystallization from isopropanol ... Starting materials: BrC=1C=C(C(N(C1)C)=O)NC1=NC=C(C=C1)C1CN(C1)C1COC1 (5-Bromo-1-methyl-3-(5-(1-(oxetan-3-yl)azetidin-3-yl)pyridin-2-ylamino)pyridine-2(1H)-one), C(C)(=O)OCC=1C(=NC=CC1B(O)O)N1C(C2=CC=3CC(CC3N2CC1)(C)C)=O ({3-[(Acetyloxy)methyl]-2-{4,4-dimethyl-9-oxo-1,10-diazatricyclo[6.4.0.02,6]dodeca-2(6),7-dien-10-yl}pyridin-4-yl}boronic Acid), C(C)(=O)[O-].[Na+] (sodium acetate), [O-]P(=O)([O-])[O-].[K+].[K+].[K+] (K3PO4). Reagents/catalysts: O (water), C1=CC=C(C=C1)P([C-]2C=CC=C2)C3=CC=CC=C3.C1=CC=C(C=C1)P([C-]2C=CC=C2)C3=CC=CC=C3.Cl[Pd]Cl.[Fe+2] (Pd(dppf)Cl2). Run in C(C)#N (acetonitrile). Reaction conditions: temperature 100 celsius. Yields the product C(C)(=O)OCC=1C(=NC=CC1C1=CN(C(C(=C1)NC1=NC=C(C=C1)C1CN(C1)C1COC1)=O)C)N1C(C2=CC=3CC(CC3N2CC1)(C)C)=O ((2-{4,4-Dimethyl-9-oxo-1,10-diazatricyclo[6.4.0.02,6]dodeca-2(6),7-dien-10-yl}-4-[1-methyl-5-({5-[1-(oxetan-3-yl)azetidin-3-yl]pyridin-2-yl}amino)-6-oxopyridin-3-yl]pyridin-3-yl)methyl Acetate). Yield: 49.1%. RXN SMILES: Br[C:2]1[CH:3]=[C:4]([NH:10][C:11]2[CH:16]=[CH:15][C:14]([CH:17]3[CH2:20][N:19]([CH:21]4[CH2:24][O:23][CH2:22]4)[CH2:18]3)=[CH:13][N:12]=2)[C:5](=[O:9])[N:6]([CH3:8])[CH:7]=1.[C:25]([O:28][CH2:29][C:30]1[C:31]([N:39]2[CH2:50][CH2:49][N:48]3[C:41](=[CH:42][C:43]4[CH2:44][C:45]([CH3:52])([CH3:51])[CH2:46][C:47]=43)[C:40]2=[O:53])=[N:32][CH:33]=[CH:34][C:35]=1B(O)O)(=[O:27])[CH3:26].C([O-])(=O)C.[Na+].[O-]P([O-])([O-])=O.[K+].[K+].[K+]>O.C1C=CC(P(C2C=CC=CC=2)[C-]2C=CC=C2)=CC=1.C1C=CC(P(C2C=CC=CC=2)[C-]2C=CC=C2)=CC=1.Cl[Pd]Cl.[Fe+2].C(#N)C>[C:25]([O:28][CH2:29][C:30]1[C:31]([N:39]2[CH2:50][CH2:49][N:48]3[C:41](=[CH:42][C:43]4[CH2:44][C:45]([CH3:52])([CH3:51])[CH2:46][C:47]=43)[C:40]2=[O:53])=[N:32][CH:33]=[CH:34][C:35]=1[C:2]1[CH:3]=[C:4]([NH:10][C:11]2[CH:16]=[CH:15][C:14]([CH:17]3[CH2:20][N:19]([CH:21]4[CH2:24][O:23][CH2:22]4)[CH2:18]3)=[CH:13][N:12]=2)[C:5](=[O:9])[N:6]([CH3:8])[CH:7]=1)(=[O:27])[CH3:26] |f:2.3,4.5.6.7,9.10.11.12|. Procedure details: A 25-ml round-bottomed flask equipped with a reflux condenser was charged with 272a (140 mg, 0.35 mmol), {3-[(acetoxy)methyl]-2-{4,4-dimethyl-9-oxo-1,10-diaza-tricyclo[6.4.0.02,6]dodeca-2(6),7-dien-10-yl}pyridin-4-yl}boronic acid 199e (140 mg, 0.35 mmol), Pd(dppf)Cl2 (28 mg, 0.035 mmol), sodium acetate (58 mg, 0.70 mmol), K3PO4 (148 mg, 0.70 mmol), water (6 drops), and acetonitrile (6 mL). After three cycles of vacuum/argon flush, the mixture was heated at 100° C. for 2 h. It was then filtered a...